This data is from the Open Reaction Database (ORD), a public repository of structured organic reaction records. The task is: describe an organic reaction: reactants, conditions, products, and yield Reactants: CC1=CC=C(C=C1)OC1=C(C(=O)O)C=CC(=C1)Cl (2-(p-methylphenyloxy)-4-chlorobenzoic acid), O (water), [Mn](=O)(=O)(=O)[O-].[K+] (potassium permanganate), C(C)(C)(C)O (t-butanol). The product is C(=O)(O)C1=CC=C(C=C1)OC1=C(C(=O)O)C=CC(=C1)Cl (2-(p-carboxyphenyloxy)-4-chlorobenzoic acid). As a reaction SMILES: [CH3:1][C:2]1[CH:7]=[CH:6][C:5]([O:8][C:9]2[CH:17]=[C:16]([Cl:18])[CH:15]=[CH:14][C:10]=2[C:11]([OH:13])=[O:12])=[CH:4][CH:3]=1.[Mn]([O-])(=O)(=O)=[O:20].[K+].C(O)(C)(C)C.[OH2:30]>>[C:1]([C:2]1[CH:7]=[CH:6][C:5]([O:8][C:9]2[CH:17]=[C:16]([Cl:18])[CH:15]=[CH:14][C:10]=2[C:11]([OH:13])=[O:12])=[CH:4][CH:3]=1)([OH:20])=[O:30] |f:1.2|. Procedure details: A mixture of 12 g. of 2-(p-methylphenyloxy)-4-chlorobenzoic acid, 72 g. of potassium permanganate, 200 ml. of t-butanol and 350 ml. of water is refluxed for 4.5 hours. After this time, the t-butanol is distilled off, and the reaction mixture is filtered. The filtrate is acidified to give 2-(p-carboxyphenyloxy)-4-chlorobenzoic acid which can be recrystallized from benzene:heptane. Starting materials: ClC1=CC(=C(CN2N=C(C3=CC(=CC=C23)C=C2C(N=C(S2)SCC)=O)C)C=C1)C(F)(F)F (5-[1-(4-Chloro-2-trifluoromethyl-benzyl)-3-methyl-1H-indazol-5-ylmethylene]-2-ethylsulfanyl-thiazol-4-one), CN1C(CNCC1)(C)C (1,2,2-Trimethyl-piperazine). The product is ClC1=CC(=C(CN2N=C(C3=CC(=CC=C23)C=C2C(N=C(S2)N2CC(N(CC2)C)(C)C)=O)C)C=C1)C(F)(F)F (5-({1-[4-Chloro-2-(trifluoromethyl)benzyl]-3-methyl-1H-indazol-5-yl}methylidene)-2-(3,3,4-trimethylpiperazin-1-yl)-1,3-thiazol-4(5H)-one). RXN SMILES: [Cl:1][C:2]1[CH:28]=[CH:27][C:5]([CH2:6][N:7]2[C:15]3[C:10](=[CH:11][C:12]([CH:16]=[C:17]4[S:21][C:20](SCC)=[N:19][C:18]4=[O:25])=[CH:13][CH:14]=3)[C:9]([CH3:26])=[N:8]2)=[C:4]([C:29]([F:32])([F:31])[F:30])[CH:3]=1.[CH3:33][N:34]1[CH2:39][CH2:38][NH:37][CH2:36][C:35]1([CH3:41])[CH3:40]>>[Cl:1][C:2]1[CH:28]=[CH:27][C:5]([CH2:6][N:7]2[C:15]3[C:10](=[CH:11][C:12]([CH:16]=[C:17]4[S:21][C:20]([N:37]5[CH2:38][CH2:39][N:34]([CH3:33])[C:35]([CH3:41])([CH3:40])[CH2:36]5)=[N:19][C:18]4=[O:25])=[CH:13][CH:14]=3)[C:9]([CH3:26])=[N:8]2)=[C:4]([C:29]([F:31])([F:32])[F:30])[CH:3]=1. Procedure details: 5-({1-[4-Chloro-2-(trifluoromethyl)benzyl]-3-methyl-1H-indazol-5-yl}methylidene)-2-(3,3,4-trimethylpiperazin-1-yl)-1,3-thiazol-4(5H)-one was prepared from 5-[1-(4-Chloro-2-trifluoromethyl-benzyl)-3-methyl-1H-indazol-5-ylmethylene]-2-ethylsulfanyl-thiazol-4-one and 1,2,2-Trimethyl-piperazine following General Procedure C. The reactants are C(#N)C=1C=C(C=CC1F)CC(=O)OC(C)(C)C (tert-butyl 2-(3-cyano-4fluorophenyl)acetate), ClC1=CC=C(CCNC(=O)C2=CC3=C(NC(=N3)C)C=C2)C=C1 (N-(4-chlorophenethyl)-2-methyl-1H-benzo[d]imidazole-5carboxamide), C([O-])([O-])=O.[K+].[K+] (potassium carbonate). Run in CS(=O)C (DMSO). Reaction conditions: time 4 hour. The product is ClC1=CC=C(CCNC(=O)C2=CC3=C(N(C(=N3)C)C3=C(C=C(C=C3)CC(=O)O)C#N)C=C2)C=C1 (2-(4-(5-(4-chlorophenethylcarbamoyl)-2-methyl-1H-benzo[d]imidazol-1yl)3-cyanophenyl)acetic acid), ClC1=CC=C(CCNC(=O)C=2C=CC3=C(N(C(=N3)C)C3=C(C=C(C=C3)CC(=O)O)C#N)C2)C=C1 (2-(4-(6-(4-chlorophenethylcarbamoyl)-2-methyl-1H-benzo[d]imidazol-1-yl)-3-cyanophenyl)acetic acid). Yield: 59.7%. Reaction SMILES: [C:1]([C:3]1[CH:4]=[C:5]([CH2:10][C:11]([O:13]C(C)(C)C)=[O:12])[CH:6]=[CH:7][C:8]=1F)#[N:2].[Cl:18][C:19]1[CH:39]=[CH:38][C:22]([CH2:23][CH2:24][NH:25][C:26]([C:28]2[CH:37]=[CH:36][C:31]3[NH:32][C:33]([CH3:35])=[N:34][C:30]=3[CH:29]=2)=[O:27])=[CH:21][CH:20]=1.C(=O)([O-])[O-].[K+].[K+]>CS(C)=O>[Cl:18][C:19]1[CH:20]=[CH:21][C:22]([CH2:23][CH2:24][NH:25][C:26]([C:28]2[CH:37]=[CH:36][C:31]3[N:32]([C:8]4[CH:7]=[CH:6][C:5]([CH2:10][C:11]([OH:13])=[O:12])=[CH:4][C:3]=4[C:1]#[N:2])[C:33]([CH3:35])=[N:34][C:30]=3[CH:29]=2)=[O:27])=[CH:38][CH:39]=1.[Cl:18][C:19]1[CH:20]=[CH:21][C:22]([CH2:23][CH2:24][NH:25][C:26]([C:28]2[CH:37]=[CH:36][C:31]3[N:32]=[C:33]([CH3:35])[N:34]([C:8]4[CH:7]=[CH:6][C:5]([CH2:10][C:11]([OH:13])=[O:12])=[CH:4][C:3]=4[C:1]#[N:2])[C:30]=3[CH:29]=2)=[O:27])=[CH:38][CH:39]=1 |f:2.3.4|. Procedure details: A mixture of tert-butyl 2-(3-cyano-4fluorophenyl)acetate (0.0825 g, 0.351 mmol), N-(4-chlorophenethyl)-2-methyl-1H-benzo[d]imidazole-5carboxamide (0.100 g, 0.319 mmol) and potassium carbonate (0.0661 g, 0.478 mmol) was stirred together in 3 mL of DMSO at 85° C. After stirring for 4 hours, the reaction was loaded onto a silica gel samplet and the product eluted using a gradient of 5% ethyl acetate/hexanes to 100% ethyl acetate/hexanes. The resulting oil was dissolved in DCM (1 mL) and treated wit... The reactants are C(#C)C1(CCN(CC1)C)O (4-ethynyl-1-methyl-piperidin-4-ol), CCCC[SnH](CCCC)CCCC (Bu3SnH). Yields the product CN1CCC(CC1)(O)\C=C\[Sn](CCCC)(CCCC)CCCC (1-Methyl-4-((E)-2-tributylstannanyl-vinyl)-piperidin-4ol). Reaction SMILES: [C:1]([C:3]1([OH:10])[CH2:8][CH2:7][N:6]([CH3:9])[CH2:5][CH2:4]1)#[CH:2].[CH3:11][CH2:12][CH2:13][CH2:14][SnH:15]([CH2:20][CH2:21][CH2:22][CH3:23])[CH2:16][CH2:17][CH2:18][CH3:19]>>[CH3:9][N:6]1[CH2:7][CH2:8][C:3](/[CH:1]=[CH:2]/[Sn:15]([CH2:16][CH2:17][CH2:18][CH3:19])([CH2:20][CH2:21][CH2:22][CH3:23])[CH2:14][CH2:13][CH2:12][CH3:11])([OH:10])[CH2:4][CH2:5]1. Reported procedure: 1-Methyl-4-((E)-2-tributylstannanyl-vinyl)-piperidin-4ol is prepared in analogy to the procedure described in example 9 from 4-ethynyl-1-methyl-piperidin-4-ol and Bu3SnH. The reactants are CN1N=CC=2C1=C1N=C3C(=CC=CC3=NC1=CC2)C(=O)O (1-methyl-1H-pyrazolo[3,4-α]phenazine-10-carboxylic acid), CN(CCN)C (N,N-dimethylethylenediamine). Yields the product CN(CCNC(=O)C1=CC=CC2=NC3=CC=C4C(=C3N=C12)N(N=C4)C)C (1-Methyl-1H-pyrazolo[3,4-α]phenazine-10-carboxylic acid (2-dimethylamino-ethyl)-amide). Reaction SMILES: [CH3:1][N:2]1[C:6]2=[C:7]3[C:16](=[CH:17][CH:18]=[C:5]2[CH:4]=[N:3]1)[N:15]=[C:14]1[C:9]([C:10]([C:19](O)=[O:20])=[CH:11][CH:12]=[CH:13]1)=[N:8]3.[CH3:22][N:23]([CH3:27])[CH2:24][CH2:25][NH2:26]>>[CH3:22][N:23]([CH3:27])[CH2:24][CH2:25][NH:26][C:19]([C:10]1[C:9]2[C:14](=[N:15][C:16]3[C:7]([N:8]=2)=[C:6]2[N:2]([CH3:1])[N:3]=[CH:4][C:5]2=[CH:18][CH:17]=3)[CH:13]=[CH:12][CH:11]=1)=[O:20]. Procedure details: 1-Methyl-1H-pyrazolo[3,4-α]phenazine-10-carboxylic acid (2-dimethylamino-ethyl)-amide was prepared from 1-methyl-1H-pyrazolo[3,4-α]phenazine-10-carboxylic acid (II.8) and N,N-dimethylethylenediamine